Task: describe an organic reaction: reactants, conditions, products, and yield. Dataset: the Open Reaction Database (ORD), a public repository of structured organic reaction records The reactants are CN1[C@@H](CCC1)COC=1C=NC(=C(C1)Br)Cl (3-(1-methyl-2-(S)-pyrrolidinylmethoxy)-5-bromo-6-chloropyridine), 3-pyridinyltributyltin. Reagents/catalysts: C=1C=CC(=CC1)[P](C=2C=CC=CC2)(C=3C=CC=CC3)[Pd]([P](C=4C=CC=CC4)(C=5C=CC=CC5)C=6C=CC=CC6)([P](C=7C=CC=CC7)(C=8C=CC=CC8)C=9C=CC=CC9)[P](C=1C=CC=CC1)(C=1C=CC=CC1)C=1C=CC=CC1 (tetrakis(triphenylphosphine)palladium(0)). The solvent is C1(=CC=CC=C1)C (toluene). The product is ClC1=C(C=C(C=N1)OC[C@H]1N(CCC1)C)C=1C=NC=CC1 (6-Chloro-3-(1-methyl-2-(S)-pyrrolidinylmethoxy)-5-(3-pyridyl)pyridine). Isolated yield 220.1%. Reaction SMILES: [CH3:1][N:2]1[CH2:6][CH2:5][CH2:4][C@H:3]1[CH2:7][O:8][C:9]1[CH:10]=[N:11][C:12]([Cl:16])=[C:13](Br)[CH:14]=1>C1(C)C=CC=CC=1.C1C=CC([P]([Pd]([P](C2C=CC=CC=2)(C2C=CC=CC=2)C2C=CC=CC=2)([P](C2C=CC=CC=2)(C2C=CC=CC=2)C2C=CC=CC=2)[P](C2C=CC=CC=2)(C2C=CC=CC=2)C2C=CC=CC=2)(C2C=CC=CC=2)C2C=CC=CC=2)=CC=1>[Cl:16][C:12]1[N:11]=[CH:10][C:9]([O:8][CH2:7][C@@H:3]2[CH2:4][CH2:5][CH2:6][N:2]2[CH3:1])=[CH:14][C:13]=1[C:9]1[CH:10]=[N:11][CH:12]=[CH:13][CH:14]=1 |^1:27,29,48,67|. Reported procedure: To a solution of 3-(1-methyl-2-(S)-pyrrolidinylmethoxy)-5-bromo-6-chloropyridine (500 mg, 1.28 mmol) in toluene (10 mL) was added 3-pyridinyltributyltin (564 mg, 1.54 mmol) and tetrakis(triphenylphosphine)palladium(0) (45 mg, 0.04 mmol). After being heated under reflux for 16 h, the resulting mixture was cooled to room temperature. Solvent was removed, and the residue was chromatographed (silica gel; EtOAc/hexane, 2:19 to 1:1) to afford an oil (428 mg, 86%): 1H NMR (CDCl3, 300 MHz) δ1.45 (s, 9H)... The reactants are C(C)OC(=O)C=1NC2=C(C=C(C=C2C1)Br)C (5-Bromo-7-methyl-1H-indole-2-carboxylic acid ethyl ester), [OH-].[K+] (potassium hydroxide). Solvent: O.C(C)O (water ethanol). The product is BrC=1C=C2C=CNC2=C(C1)C (5-Bromo-7-methyl-1H-indole). As a reaction SMILES: C(OC([C:6]1[NH:7][C:8]2[C:13]([CH:14]=1)=[CH:12][C:11]([Br:15])=[CH:10][C:9]=2[CH3:16])=O)C.[OH-].[K+]>O.C(O)C>[Br:15][C:11]1[CH:12]=[C:13]2[C:8](=[C:9]([CH3:16])[CH:10]=1)[NH:7][CH:6]=[CH:14]2 |f:1.2,3.4|. Procedure details: 5-Bromo-7-methyl-1H-indole-2-carboxylic acid ethyl ester (5.3 g, 18.7 mmol) was added to a potassium hydroxide solution in 1:1 water/ethanol mixture (20 mL) and heated at reflux for 12 h. After cooling to room temperature, the solvents were removed in vacuo and the resultant residue transferred to a 6N hydrochloric acid solution (20 mL). The white precipitate that formed was filtered, washed severally with water, and dried for several hours. The crude solid was dissolved in quinoline (14 mL) and...